This data is from the Open Reaction Database (ORD), a public repository of structured organic reaction records. The task is: describe an organic reaction: reactants, conditions, products, and yield Starting materials: N[C@@H](CCC(=O)O)C(=O)O (L-glutamic acid), S(O)(O)(=O)=O (sulfuric acid), C(C1=CC=CC=C1)O (benzyl alcohol). Conditions: temperature 70 celsius, time 45 minute. Yields the product C1=CC=C(C=C1)COC(=O)CC[C@@H](C(=O)O)N (γ-benzyl L-glutamate). Yield: 45.7%. RXN SMILES: [NH2:1][C@H:2]([C:8]([OH:10])=[O:9])[CH2:3][CH2:4][C:5]([OH:7])=[O:6].S(=O)(=O)(O)O.[CH2:16](O)[C:17]1[CH:22]=[CH:21][CH:20]=[CH:19][CH:18]=1>>[CH:20]1[CH:21]=[CH:22][C:17]([CH2:16][O:6][C:5]([CH2:4][CH2:3][C@H:2]([NH2:1])[C:8]([OH:10])=[O:9])=[O:7])=[CH:18][CH:19]=1. Procedure details: 1416 grams (g) of L-glutamic acid, 1560 g of 60% sulfuric acid and 1152 g of benzyl alcohol were placed in a 12 liter round bottom flask equipped with a distillation head. The mixture was heated to 70° C. and stirred for 45 minutes. Upon cooling, the resulting solution was stirred and was subjected to a reduced pressure. When the vacuum had stabilized at about 100 millimeters (mm) the reaction temperature was again raised to 70° C. and water was distilled off for about 4.5 hours. Upon standing o... The reactants are BrC1=NN(C(=C1)C(=O)OCC)C1=NC=CC=C1Cl (ethyl 3-bromo-1-(3-chloropyridin-2-yl)-1H-pyrazole-5-carboxylate), [OH-].[Na+] (sodium hydroxide). Solvent: C(C)O (ethanol). Run at time 2 hour. The product is BrC1=NN(C(=C1)C(=O)O)C1=NC=CC=C1Cl (3-bromo-1-(3-chloro-2-pyridinyl)-1H-pyrazole-5-carboxylic acid). Yield: 92.8%. RXN SMILES: [Br:1][C:2]1[CH:6]=[C:5]([C:7]([O:9]CC)=[O:8])[N:4]([C:12]2[C:17]([Cl:18])=[CH:16][CH:15]=[CH:14][N:13]=2)[N:3]=1.[OH-].[Na+]>C(O)C>[Br:1][C:2]1[CH:6]=[C:5]([C:7]([OH:9])=[O:8])[N:4]([C:12]2[C:17]([Cl:18])=[CH:16][CH:15]=[CH:14][N:13]=2)[N:3]=1 |f:1.2|. Procedure details: To a 500 mL flask, ethyl 3-bromo-1-(3-chloropyridin-2-yl)-1H-pyrazole-5-carboxylate (22.00 g, 83%, 55.23 mmol) and ethanol (100 mL) were added. The sodium hydroxide solution (2.20 g, 55.23 mmol, dissolved into water (100 mL)) was added dropwise. After being stirred for 2 hours at room temperature, the reaction mixture was concentrated by rotary evaporator to remove ethanol. The residue was extracted with ethyl acetate (30 mL) and the aqueous layer was acidified with concentrated hydrochloric aci... The reactants are ClC1=CC(=C(CN2N=CC3=CC(=CC=C23)\C=C/2\C(NC(S2)=O)=O)C=C1)C(F)(F)F ((5Z)-5-({1-[4-chloro-2-(trifluoromethyl)-benzyl]-1H-indazol-5-yl}methylidene)-2,4-dioxo-1,3-thiazolidine), CC1(OCC(O1)CO)C ((2,2-dimethyl-[1,3]dioxolan-4-yl)methanol). The product is ClC1=CC(=C(CN2N=CC3=CC(=CC=C23)\C=C/2\C(N(C(S2)=O)CC2OC(OC2)(C)C)=O)C=C1)C(F)(F)F ((5Z)-5-({1-[4-Chloro-2-(trifluoromethyl)benzyl]-1H-indazol-5-yl}methylidene)-3-[(2,2-dimethyl-1,3-dioxolan-4-yl)methyl]-1,3-thiazolidine-2,4-dione). Reaction SMILES: [Cl:1][C:2]1[CH:25]=[CH:24][C:5]([CH2:6][N:7]2[C:15]3[C:10](=[CH:11][C:12](/[CH:16]=[C:17]4/[C:18](=[O:23])[NH:19][C:20](=[O:22])[S:21]/4)=[CH:13][CH:14]=3)[CH:9]=[N:8]2)=[C:4]([C:26]([F:29])([F:28])[F:27])[CH:3]=1.[CH3:30][C:31]1([CH3:38])[O:35][CH:34]([CH2:36]O)[CH2:33][O:32]1>>[Cl:1][C:2]1[CH:25]=[CH:24][C:5]([CH2:6][N:7]2[C:15]3[C:10](=[CH:11][C:12](/[CH:16]=[C:17]4/[C:18](=[O:23])[N:19]([CH2:36][CH:34]5[CH2:33][O:32][C:31]([CH3:38])([CH3:30])[O:35]5)[C:20](=[O:22])[S:21]/4)=[CH:13][CH:14]=3)[CH:9]=[N:8]2)=[C:4]([C:26]([F:27])([F:29])[F:28])[CH:3]=1. Procedure: (5Z)-5-({1-[4-Chloro-2-(trifluoromethyl)benzyl]-1H-indazol-5-yl}methylidene)-3-[(2,2-dimethyl-1,3-dioxolan-4-yl)methyl]-1,3-thiazolidine-2,4-dione was prepared from [(5Z)-5-({1-[4-chloro-2-(trifluoromethyl)-benzyl]-1H-indazol-5-yl}methylidene)-2,4-dioxo-1,3-thiazolidine (from Example 1) and (2,2-dimethyl-[1,3]dioxolan-4-yl)methanol following General Procedure J. Reactants: ClC1=C(C(=NC2=CC(=CC(=C12)F)F)N1C(CCCC1)=O)CC (1-(4-chloro-3-ethyl-5,7-difluoroquinolin-2-yl)piperidin-2-one), O1CCN(CC1)C1=NC=C(C=C1N)N1CCOCC1 (2,5-dimorpholinopyridin-3-amine). Solvent: C1(=CC=CC=C1)C (toluene). Product: N1(CCOCC1)C1=NC=C(C=C1NC1=C(C(=NC2=CC(=CC(=C12)F)F)N1C(CCCC1)=O)CC)N1CCOCC1 (1-(4-((2,5-di-4-morpholinyl-3-pyridinyl)-amino)-3-ethyl-5,7-difluoro-2-quinolinyl)-2-piperidinone). RXN SMILES: Cl[C:2]1[C:11]2[C:6](=[CH:7][C:8]([F:13])=[CH:9][C:10]=2[F:12])[N:5]=[C:4]([N:14]2[CH2:19][CH2:18][CH2:17][CH2:16][C:15]2=[O:20])[C:3]=1[CH2:21][CH3:22].[O:23]1[CH2:28][CH2:27][N:26]([C:29]2[C:34]([NH2:35])=[CH:33][C:32]([N:36]3[CH2:41][CH2:40][O:39][CH2:38][CH2:37]3)=[CH:31][N:30]=2)[CH2:25][CH2:24]1>C1(C)C=CC=CC=1>[N:26]1([C:29]2[C:34]([NH:35][C:2]3[C:11]4[C:6](=[CH:7][C:8]([F:13])=[CH:9][C:10]=4[F:12])[N:5]=[C:4]([N:14]4[CH2:19][CH2:18][CH2:17][CH2:16][C:15]4=[O:20])[C:3]=3[CH2:21][CH3:22])=[CH:33][C:32]([N:36]3[CH2:37][CH2:38][O:39][CH2:40][CH2:41]3)=[CH:31][N:30]=2)[CH2:25][CH2:24][O:23][CH2:28][CH2:27]1. Procedure: Prepared according to Procedure H using 1-(4-chloro-3-ethyl-5,7-difluoroquinolin-2-yl)piperidin-2-one (40.0 mg, 0.120 mmol) and 2,5-dimorpholinopyridin-3-amine in toluene to give 1-(4-((2,5-di-4-morpholinyl-3-pyridinyl)-amino)-3-ethyl-5,7-difluoro-2-quinolinyl)-2-piperidinone. 1H NMR (400 MHz, chloroform-d) δ ppm 7.96 (1H, d, J=11.9 Hz), 7.60 (1H, d, J=2.7 Hz), 7.46 (1H, d, J=9.0 Hz), 6.90-7.07 (1H, m), 6.71 (1H, br. s.), 4.38 (1H, br. s.), 3.85-4.03 (4H, m), 3.71-3.84 (4H, m), 3.58 (1H, d, J=11... The solvent is CO (methanol), O1CCCC1 (tetrahydrofuran), CO (methanol), O1CCCC1 (tetrahydrofuran). Conditions: time 10 minute. As a reaction SMILES: C([Li])CCC.[CH2:6]([NH:10][S:11]([CH3:14])(=[O:13])=[O:12])[CH2:7][CH2:8][CH3:9].[CH:15]1([CH2:21][C@H:22]2[C@H:26]([C:27](=[O:32])[CH2:28][CH2:29][CH2:30][CH3:31])[O:25][C:24]([CH3:34])([CH3:33])[N:23]2[C:35]([O:37][C:38]([CH3:41])([CH3:40])[CH3:39])=[O:36])[CH2:20][CH2:19][CH2:18][CH2:17][CH2:16]1.C1(CC2COC(C)(C)N2C(OC(C)(C)C)=O)CCCCC1>O1CCCC1.CO>[CH2:6]([NH:10][S:11]([CH2:14][C:27]([C@@H:26]1[O:25][C:24]([CH3:34])([CH3:33])[N:23]([C:35]([O:37][C:38]([CH3:39])([CH3:40])[CH3:41])=[O:36])[C@H:22]1[CH2:21][CH:15]1[CH2:20][CH2:19][CH2:18][CH2:17][CH2:16]1)([CH2:28][CH2:29][CH2:30][CH3:31])[OH:32])(=[O:13])=[O:12])[CH2:7][CH2:8][CH3:9]. Product: C(CCC)NS(=O)(=O)CC(O)(CCCC)[C@H]1[C@@H](N(C(O1)(C)C)C(=O)OC(C)(C)C)CC1CCCCC1 ((4S-trans)-5-[2-[(Butylamino)sulfonyl]-1-butyl-1-hydroxyethyl]-4-(cyclohexylmethyl)-2,2-dimethyl-3-oxazolidinecarboxylic acid, 1,1-dimethylethyl ester). The reactants are C1(CCCCC1)C[C@@H]1N(C(O[C@H]1C(CCCC)=O)(C)C)C(=O)OC(C)(C)C ((4S-trans)-4-(Cyclohexylmethyl)-2,2-dimethyl-5-(1-oxopentyl)-3-oxazolidinecarboxylic acid, 1,1-dimethylethyl ester), C1(CCCCC1)CC1N(C(OC1)(C)C)C(=O)OC(C)(C)C (4-(cyclohexylmethyl)-2,2-dimethyl-3-oxazolidinecarboxylic acid, 1,1-dimethylethyl ester), C(CCC)[Li] (n-Butyllithium), C(CCC)NS(=O)(=O)C (N-butylmethanesulfonamide). Procedure: n-Butyllithium (4.48 ml., 11.2 mmole, 2.8 eq., 2.5M in hexane) was added to a solution of N-butylmethanesulfonamide [846 mg., 5.6 mmole, 1.4 eq., prepared as described in Example 1(a)] in tetrahydrofuran (16 ml., 0.35M) at -40° and stirred for 10 minutes. The reaction was then warmed to 0°, stirred for 30 minutes and cooled to -40°. (4S-trans)-4-(Cyclohexylmethyl)-2,2-dimethyl-5-(1-oxopentyl)-3-oxazolidinecarboxylic acid, 1,1-dimethylethyl ester (1.5 g., 3.93 mmole, 1 eq.) in tetrahydrofuran (4 ... Starting materials: CS(=O)(=O)NC(OC(C)(C)C)=O (tert-butyl (methylsulfonyl)carbamate), C([O-])([O-])=O.[K+].[K+] (potassium carbonate), ClCC1=NC=2C(=C3C(=NC2)C=CS3)N1[C@@H]1CC[C@H](CC1)CC#N ({trans-4-[2-(Chloromethyl)-1H-imidazo[4,5-d]thieno[3,2-b]pyridin-1-yl]cyclohexyl}acetonitrile). Run in O (water), CN(C=O)C (N,N-dimethylformamide). Reaction conditions: temperature 50 celsius, time 8 hour. Product: C(#N)C[C@@H]1CC[C@H](CC1)N1C(=NC=2C1=C1C(=NC2)C=CS1)CN(C(OC(C)(C)C)=O)S(=O)(=O)C (tert-butyl ({1-[trans-4-(cyanomethyl)cyclohexyl]-1H-imidazo[4,5-d]thieno[3,2-b]pyridin-2-yl}methyl)(methylsulfonyl)carbamate). RXN SMILES: Cl[CH2:2][C:3]1[N:14]([C@H:15]2[CH2:20][CH2:19][C@H:18]([CH2:21][C:22]#[N:23])[CH2:17][CH2:16]2)[C:6]2=[C:7]3[S:13][CH:12]=[CH:11][C:8]3=[N:9][CH:10]=[C:5]2[N:4]=1.[CH3:24][S:25]([NH:28][C:29](=[O:35])[O:30][C:31]([CH3:34])([CH3:33])[CH3:32])(=[O:27])=[O:26].C(=O)([O-])[O-].[K+].[K+]>CN(C)C=O.O>[C:22]([CH2:21][C@H:18]1[CH2:19][CH2:20][C@H:15]([N:14]2[C:6]3=[C:7]4[S:13][CH:12]=[CH:11][C:8]4=[N:9][CH:10]=[C:5]3[N:4]=[C:3]2[CH2:2][N:28]([S:25]([CH3:24])(=[O:26])=[O:27])[C:29](=[O:35])[O:30][C:31]([CH3:34])([CH3:33])[CH3:32])[CH2:16][CH2:17]1)#[N:23] |f:2.3.4|. Procedure details: To a solution of {trans-4-[2-(chloromethyl)-1H-imidazo[4,5-d]thieno[3,2-b]pyridin-1-yl]cyclohexyl}acetonitrile (from example 17, 22.2 mg, 0.0644 mmol) dissolved in N,N-dimethylformamide (0.2 mL) was added tert-butyl (methylsulfonyl)carbamate (19 mg, 0.096 mmol) and potassium carbonate (18 mg, 0.13 mmol). The reaction was stirred at 50° C. overnight. The mixture was diluted with water, extracted with EtOAc. The combined organic layers were dried over MgSO4 and concentrated to give tert-butyl ({1-...